Dataset: the Open Reaction Database (ORD), a public repository of structured organic reaction records. Task: describe an organic reaction: reactants, conditions, products, and yield Starting materials: CC(C)(C(C=CC(C(C)(C)C)=O)=O)C (2,2,7,7-tetramethyl-oct-4-en-3,6-dione), N1N=CN=C1 (1,2,4-triazole). Run in C1(=CC=CC=C1)C (toluene). Yields the product N1(N=CN=C1)C(C(C(C)(C)C)=O)CC(C(C)(C)C)=O (4-(1,2,4-triazol-1-yl)-2,2,7,7-tetramethyl-octan-3,6-dione). RXN SMILES: [CH3:1][C:2]([CH3:14])([C:4](=[O:13])[CH:5]=[CH:6][C:7](=[O:12])[C:8]([CH3:11])([CH3:10])[CH3:9])[CH3:3].[NH:15]1[CH:19]=[N:18][CH:17]=[N:16]1>C1(C)C=CC=CC=1>[N:15]1([CH:5]([CH2:6][C:7](=[O:12])[C:8]([CH3:11])([CH3:10])[CH3:9])[C:4](=[O:13])[C:2]([CH3:14])([CH3:1])[CH3:3])[CH:19]=[N:18][CH:17]=[N:16]1. Reported procedure: 2,2,7,7-tetramethyl-oct-4-en-3,6-dione (0.01 mol) and 1,2,4-triazole (0.01 mol), suspended in toluene (100 ml), were refluxed for 24 hours. On cooling to room temperature, the organic layer was washed with water (4×100 ml) and dried over sodium sulphate. Removal of the solvent gave 4-(1,2,4-triazol-1-yl)-2,2,7,7-tetramethyl-octan-3,6-dione, m.p. 66°-69°.